This data is from the Open Reaction Database (ORD), a public repository of structured organic reaction records. The task is: describe an organic reaction: reactants, conditions, products, and yield The reactants are CCO, CC(C)OCCn1ccc([N+](=O)[O-])n1, [H][H]. Yields the product CC(C)OCCn1ccc(N)n1. Reaction SMILES: [CH3:17][CH2:18][OH:19].[CH:1]([CH3:2])([CH3:3])[O:4][CH2:5][CH2:6][n:7]1[n:8][c:9]([N+:12]([O-:13])=[O:14])[cH:10][cH:11]1.[H:15][H:16]>>[CH:1]([CH3:2])([CH3:3])[O:4][CH2:5][CH2:6][n:7]1[n:8][c:9]([NH2:12])[cH:10][cH:11]1. Starting materials: C(C)(C)(C)C=C[B-](C1=CC=C(C=C1)Br)(C1=CC=C(C=C1)Br)C1=CC=C(C=C1)Br.[Li+] (lithium (2-tert-butylethenyl)tris(p-bromophenyl)borate), F[Sb-](F)(F)(F)(F)F.C1(=CC=CC=C1)[S+](CC(=O)C1=CC=CC2=CC=CC=C12)C1=CC=CC2=CC=CC=C12 (phenyl(1-naphthyl)(1-naphthyl-carbonylmethyl)sulfonium hexafluoroantimonate), O (water), resultant mixture. Reaction SMILES: [C:1]([CH:5]=[CH:6][B-:7]([C:22]1[CH:27]=[CH:26][C:25]([Br:28])=[CH:24][CH:23]=1)([C:15]1[CH:20]=[CH:19][C:18]([Br:21])=[CH:17][CH:16]=1)[C:8]1[CH:13]=[CH:12][C:11]([Br:14])=[CH:10][CH:9]=1)([CH3:4])([CH3:3])[CH3:2].[Li+].F[Sb-](F)(F)(F)(F)F.[C:37]1([S+:43]([C:57]2[C:66]3[C:61](=[CH:62][CH:63]=[CH:64][CH:65]=3)[CH:60]=[CH:59][CH:58]=2)[CH2:44][C:45]([C:47]2[C:56]3[C:51](=[CH:52][CH:53]=[CH:54][CH:55]=3)[CH:50]=[CH:49][CH:48]=2)=[O:46])[CH:42]=[CH:41][CH:40]=[CH:39][CH:38]=1.O>C(#N)C>[C:37]1([S+:43]([C:57]2[C:66]3[C:61](=[CH:62][CH:63]=[CH:64][CH:65]=3)[CH:60]=[CH:59][CH:58]=2)[CH2:44][C:45]([C:47]2[C:56]3[C:51](=[CH:52][CH:53]=[CH:54][CH:55]=3)[CH:50]=[CH:49][CH:48]=2)=[O:46])[CH:38]=[CH:39][CH:40]=[CH:41][CH:42]=1.[C:1]([CH:5]=[CH:6][B-:7]([C:8]1[CH:13]=[CH:12][C:11]([Br:14])=[CH:10][CH:9]=1)([C:15]1[CH:20]=[CH:19][C:18]([Br:21])=[CH:17][CH:16]=1)[C:22]1[CH:23]=[CH:24][C:25]([Br:28])=[CH:26][CH:27]=1)([CH3:4])([CH3:2])[CH3:3] |f:0.1,2.3,6.7|. Reported procedure: A solution of 5.58 g of lithium (2-tert-butylethenyl)tris(p-bromophenyl)borate in 50 ml of acetonitrile was added to a solution of 6.41 g of phenyl(1-naphthyl)(1-naphthyl-carbonylmethyl)sulfonium hexafluoroantimonate in 100 ml of acetonitrile, and the resultant mixture was stirred at room temperature for 30 minutes. Then, 200 ml of water was added. The resultant precipitate of a yellow oily component was recovered, and 100 ml of dichloromethane was added. The dichloromethane layer was washed wit... Run in C(C)#N (acetonitrile), C(C)#N (acetonitrile). Yields the product C1(=CC=CC=C1)[S+](CC(=O)C1=CC=CC2=CC=CC=C12)C1=CC=CC2=CC=CC=C12.C(C)(C)(C)C=C[B-](C1=CC=C(C=C1)Br)(C1=CC=C(C=C1)Br)C1=CC=C(C=C1)Br (phenyl(1-naphthyl)(1-naphthyl-carbonylmethyl)sulfonium (2-tert-butylethenyl)tris(p-bromophenyl)borate). As a reaction SMILES: [CH3:1][O:2][C:3]1[CH:4]=[C:5](/[CH:18]=[CH:19]/[CH:20]=[CH:21]/[C:22]([NH:24][CH2:25][CH2:26][N:27]2[CH2:32][CH2:31][CH:30]([C:33]3[C:41]4[C:36](=[CH:37][CH:38]=[CH:39][CH:40]=4)[NH:35][CH:34]=3)[CH2:29][CH2:28]2)=[O:23])[CH:6]=[C:7]([O:16][CH3:17])[C:8]=1[O:9]COCCOC.CS(O)(=O)=O.[OH-].[Na+].C(=O)(O)[O-].[Na+]>CO.O>[OH:9][C:8]1[C:3]([O:2][CH3:1])=[CH:4][C:5](/[CH:18]=[CH:19]/[CH:20]=[CH:21]/[C:22]([NH:24][CH2:25][CH2:26][N:27]2[CH2:32][CH2:31][CH:30]([C:33]3[C:41]4[C:36](=[CH:37][CH:38]=[CH:39][CH:40]=4)[NH:35][CH:34]=3)[CH2:29][CH2:28]2)=[O:23])=[CH:6][C:7]=1[O:16][CH3:17] |f:2.3,4.5|. Procedure details: To a stirred solution of 1-[2-[5-[3, 5-dimethoxy-4-{(2-methoxyethoxy)methoxy}phenyl]-(2E, 4E)-2, 4-pentadienoylamino]ethyl]-4-(3-indolyl)piperidine (10.0 g) in methanol (100 ml) was added slowly methanesulfonic acid (2.3 ml) at ambient temperature. After stirring for 2 hours, the reaction mixture was adjusted to pH 7.2 with aqueous 2N sodium hydroxide solution, and poured into a solution of 4.5 g of sodium bicarbonate in 500 ml of water. After stirring for 30 minutes, the resulting precipitate w... Isolated yield 79.3%. Yields the product OC1=C(C=C(C=C1OC)/C=C/C=C/C(=O)NCCN1CCC(CC1)C1=CNC2=CC=CC=C12)OC (1-[2-{5-(4-hydroxy-3, 5-dimethoxyphenyl)-(2E, 4E)-2, 4-pentadienoylamino}ethyl]-4-(3-indolyl)-piperidine). Run at time 2 hour. Starting materials: C([O-])(O)=O.[Na+] (sodium bicarbonate), COC=1C=C(C=C(C1OCOCCOC)OC)/C=C/C=C/C(=O)NCCN1CCC(CC1)C1=CNC2=CC=CC=C12 (1-[2-[5-[3, 5-dimethoxy-4-{(2-methoxyethoxy)methoxy}phenyl]-(2E, 4E)-2, 4-pentadienoylamino]ethyl]-4-(3-indolyl)piperidine), CS(=O)(=O)O (methanesulfonic acid), [OH-].[Na+] (sodium hydroxide). The solvent is O (water), CO (methanol). Reactants: O=C(c1ncc[nH]1)c1ncc[nH]1, Clc1ccc(C2CCNCC2)cc1, CC(C)(C)OC(=O)NCC1CN(c2ccc(N)cc2)C1. The product is CC(C)(C)OC(=O)NCC1CN(c2ccc(NC(=O)N3CCC(c4ccc(Cl)cc4)CC3)cc2)C1. RXN SMILES: [C:21](=[O:22])([c:23]1[nH:24][cH:25][cH:26][n:27]1)[c:28]1[nH:29][cH:30][cH:31][n:32]1.[Cl:33][c:34]1[cH:35][cH:36][c:37]([CH:40]2[CH2:41][CH2:42][NH:43][CH2:44][CH2:45]2)[cH:38][cH:39]1.[NH2:1][c:2]1[cH:3][cH:4][c:5]([N:8]2[CH2:9][CH:10]([CH2:12][NH:13][C:14]([O:15][C:16]([CH3:17])([CH3:18])[CH3:19])=[O:20])[CH2:11]2)[cH:6][cH:7]1>>[NH:1]([c:2]1[cH:3][cH:4][c:5]([N:8]2[CH2:9][CH:10]([CH2:12][NH:13][C:14]([O:15][C:16]([CH3:17])([CH3:18])[CH3:19])=[O:20])[CH2:11]2)[cH:6][cH:7]1)[C:21](=[O:22])[N:43]1[CH2:42][CH2:41][CH:40]([c:37]2[cH:36][cH:35][c:34]([Cl:33])[cH:39][cH:38]2)[CH2:45][CH2:44]1. Reactants: CC#N, OC1(Cc2ccc(Cl)cc2)CCNCC1, COc1ccc(C(=O)CCCCl)cc1, [K+], [K+], O=C([O-])[O-]. The product is COc1ccc(C(=O)CCCN2CCC(O)(Cc3ccc(Cl)cc3)CC2)cc1. Reaction SMILES: [CH3:36][C:37]#[N:38].[Cl:15][c:16]1[cH:17][cH:18][c:19]([CH2:20][C:21]2([OH:27])[CH2:22][CH2:23][NH:24][CH2:25][CH2:26]2)[cH:28][cH:29]1.[Cl:1][CH2:2][CH2:3][CH2:4][C:5](=[O:6])[c:7]1[cH:8][cH:9][c:10]([O:13][CH3:14])[cH:11][cH:12]1.[K+:30].[K+:31].[O-:32][C:33]([O-:34])=[O:35]>>[CH2:2]([CH2:3][CH2:4][C:5](=[O:6])[c:7]1[cH:8][cH:9][c:10]([O:13][CH3:14])[cH:11][cH:12]1)[N:24]1[CH2:23][CH2:22][C:21]([CH2:20][c:19]2[cH:18][cH:17][c:16]([Cl:15])[cH:29][cH:28]2)([OH:27])[CH2:26][CH2:25]1. Reactants: C1(=CC=CC=C1)[B-](C1=CC=CC=C1)(C1=CC=CC=C1)C1=CC=CC=C1.[Na+] (sodium tetraphenylborate), Cl.C(C)(C)(C)P(C(C)(C)C)C(C)(C)C (tri-tert-butylphosphine hydrochloride), O (water), C1(=CC=CC=C1)[B-](C1=CC=CC=C1)(C1=CC=CC=C1)C1=CC=CC=C1.[Na+] (sodium tetraphenylborate). The solvent is C1(=CC=CC=C1)C (toluene). Reaction conditions: temperature 25 celsius. Yields the product C1(=CC=CC=C1)[B-](C1=CC=CC=C1)(C1=CC=CC=C1)C1=CC=CC=C1.C(C)(C)(C)[PH+](C(C)(C)C)C(C)(C)C (tri-tert-butylphosphonium tetraphenylborate). RXN SMILES: [C:1]1([B-:7]([C:20]2[CH:25]=[CH:24][CH:23]=[CH:22][CH:21]=2)([C:14]2[CH:19]=[CH:18][CH:17]=[CH:16][CH:15]=2)[C:8]2[CH:13]=[CH:12][CH:11]=[CH:10][CH:9]=2)[CH:6]=[CH:5][CH:4]=[CH:3][CH:2]=1.[Na+].O.Cl.[C:29]([P:33]([C:38]([CH3:41])([CH3:40])[CH3:39])[C:34]([CH3:37])([CH3:36])[CH3:35])([CH3:32])([CH3:31])[CH3:30]>C1(C)C=CC=CC=1>[C:20]1([B-:7]([C:1]2[CH:2]=[CH:3][CH:4]=[CH:5][CH:6]=2)([C:8]2[CH:9]=[CH:10][CH:11]=[CH:12][CH:13]=2)[C:14]2[CH:19]=[CH:18][CH:17]=[CH:16][CH:15]=2)[CH:21]=[CH:22][CH:23]=[CH:24][CH:25]=1.[C:38]([PH+:33]([C:29]([CH3:32])([CH3:31])[CH3:30])[C:34]([CH3:37])([CH3:36])[CH3:35])([CH3:39])([CH3:40])[CH3:41] |f:0.1,3.4,6.7|. Reported procedure: A 300-ml four-necked flask was equipped with a stirrer, a thermometer and a reflux condenser. 15.1 g (44 mmol) of sodium tetraphenylborate and 60 ml of water were weighed in the flask, followed by stirring to dissolve sodium tetraphenylborate. While the stirring was continuously carried out, the aqueous solution of tri-tert-butylphosphine hydrochloride was added to the solution, and the mixture was stirred at 25° C. for 3 hours. After the completion of the reaction, the precipitated product was ... Reactants: CC(C)(C)[Si](C)(C)Oc1ccc(C=O)cc1O[Si](C)(C)C(C)(C)C, C1CCOC1, C[N+](=O)[O-]. Yields the product CC(C)(C)[Si](C)(C)Oc1ccc(C(O)C[N+](=O)[O-])cc1O[Si](C)(C)C(C)(C)C. Reaction SMILES: [C:1]([CH3:2])([CH3:3])([CH3:4])[Si:5]([O:6][c:7]1[cH:8][c:9]([CH:10]=[O:11])[cH:12][cH:13][c:14]1[O:15][Si:16]([CH3:17])([CH3:18])[C:19]([CH3:20])([CH3:21])[CH3:22])([CH3:23])[CH3:24].[CH2:29]1[O:30][CH2:31][CH2:32][CH2:33]1.[N+:25](=[O:26])([O-:27])[CH3:28]>>[C:1]([CH3:2])([CH3:3])([CH3:4])[Si:5]([O:6][c:7]1[cH:8][c:9]([CH:10]([OH:11])[CH2:28][N+:25](=[O:26])[O-:27])[cH:12][cH:13][c:14]1[O:15][Si:16]([CH3:17])([CH3:18])[C:19]([CH3:20])([CH3:21])[CH3:22])([CH3:23])[CH3:24].